This data is from the Open Reaction Database (ORD), a public repository of structured organic reaction records. The task is: describe an organic reaction: reactants, conditions, products, and yield The reactants are CC(C)(C)OC(=O)CBr, CC(C)(C)OC(=O)NNC(C)(Cc1ccc(O)c(O)c1)C(=O)O, O=C([O-])O, CN(C)C=O, [Cs+]. Product: CC(C)(C)OC(=O)COC(=O)C(C)(Cc1ccc(O)c(O)c1)NNC(=O)OC(C)(C)C. Reaction SMILES: [Br:29][CH2:30][C:31](=[O:32])[O:33][C:34]([CH3:35])([CH3:36])[CH3:37].[C:1]([CH3:2])([CH3:3])([CH3:4])[O:5][C:6](=[O:7])[NH:8][NH:9][C:10]([C:11](=[O:12])[OH:13])([CH2:14][c:15]1[cH:16][c:17]([OH:22])[c:18]([OH:21])[cH:19][cH:20]1)[CH3:23].[C:24](=[O:25])([O-:26])[OH:27].[CH3:38][N:39]([CH3:40])[CH:41]=[O:42].[Cs+:28]>>[C:1]([CH3:2])([CH3:3])([CH3:4])[O:5][C:6](=[O:7])[NH:8][NH:9][C:10]([C:11](=[O:12])[O:13][CH2:30][C:31](=[O:32])[O:33][C:34]([CH3:35])([CH3:36])[CH3:37])([CH2:14][c:15]1[cH:16][c:17]([OH:22])[c:18]([OH:21])[cH:19][cH:20]1)[CH3:23]. Starting materials: OC1C(C(C2(CO2)CC1)C1(OC1CC=C(C)C)C)OC (6-hydroxy-5-methoxy-4-[2-methyl-3-(3-methyl-2-butenyl)oxiranyl]-1-oxaspiro[2,5]octane), O1CCCC1 (tetrahydrofuran), [H-].[Na+] (sodium hydride), IC (iodomethane). The solvent is C(C)OCC (diethyl ether). Product: COC1C(C2(CO2)CCC1OC)C1(OC1CC=C(C)C)C (5,6-dimethoxy-4-[2-methyl-3-(3-methyl-2-butenyl)oxiranyl]-1-oxaspiro[2,5]octane). RXN SMILES: [OH:1][CH:2]1[CH2:9][CH2:8][C:5]2([O:7][CH2:6]2)[CH:4]([C:10]2([CH3:18])[CH:12]([CH2:13][CH:14]=[C:15]([CH3:17])[CH3:16])[O:11]2)[CH:3]1[O:19][CH3:20].O1CCC[CH2:22]1.[H-].[Na+].IC>C(OCC)C>[CH3:20][O:19][CH:3]1[CH:2]([O:1][CH3:22])[CH2:9][CH2:8][C:5]2([O:7][CH2:6]2)[CH:4]1[C:10]1([CH3:18])[CH:12]([CH2:13][CH:14]=[C:15]([CH3:17])[CH3:16])[O:11]1 |f:2.3|. Procedure: To a solution of 6-hydroxy-5-methoxy-4-[2-methyl-3-(3-methyl-2-butenyl)oxiranyl]-1-oxaspiro[2,5]octane (14.1 mg) in freshly distilled tetrahydrofuran (0.5 ml) was added sodium hydride (60% oil dispersion, 2.0 mg) in one portion in an ice bath. The suspension was stirred for half an hour at the same temperature and thereto iodomethane (71 mg) was added. After stirring for 2 hours at ambient temperature, the mixture was diluted with diethyl ether and washed with water. The organic layer was dried ... Reactants: CC#N, COC(=O)C(C)(C)C, [H-], [Na+], C1CCOC1, O. Product: CC(C)(C)C(=O)CC#N. As a reaction SMILES: [CH3:11][C:12]#[N:13].[CH3:3][C:4]([C:5](=[O:6])[O:7][CH3:8])([CH3:9])[CH3:10].[H-:1].[Na+:2].[O:14]1[CH2:15][CH2:16][CH2:17][CH2:18]1.[OH2:19]>>[CH3:3][C:4]([C:5](=[O:6])[CH2:11][C:12]#[N:13])([CH3:9])[CH3:10].